The task is: describe an organic reaction: reactants, conditions, products, and yield. This data is from the Open Reaction Database (ORD), a public repository of structured organic reaction records. Reactants: solution, C(CCC)[Li] (n-butyllithium), FC=1C=C2CC(COC2=CC1C(CO)CO)CCC (2-(6-fluoro-3-propylchroman-7-yl)propane-1,3-diol), solution, C(CCC)[Li] (n-butyllithium), C1(=CC=C(C=C1)S(=O)(=O)Cl)C (p-toluenesulfonyl chloride). Run in CCCCCC (hexane), C1CCOC1 (THF), CCCCCC (hexane), C1CCOC1 (THF). Reaction conditions: time 30 minute. The product is FC=1C=C2CC(COC2=CC1C1COC1)CCC (6-Fluoro-7-oxetan-3-yl-3-propylchroman). As a reaction SMILES: [F:1][C:2]1[CH:3]=[C:4]2[C:9](=[CH:10][C:11]=1[CH:12]([CH2:15][OH:16])[CH2:13]O)[O:8][CH2:7][CH:6]([CH2:17][CH2:18][CH3:19])[CH2:5]2.C([Li])CCC.C1(C)C=CC(S(Cl)(=O)=O)=CC=1>C1COCC1.CCCCCC>[F:1][C:2]1[CH:3]=[C:4]2[C:9](=[CH:10][C:11]=1[CH:12]1[CH2:15][O:16][CH2:13]1)[O:8][CH2:7][CH:6]([CH2:17][CH2:18][CH3:19])[CH2:5]2. Procedure: 3.80 g (13.7 mmol) of 2-(6-fluoro-3-propylchroman-7-yl)propane-1,3-diol are dissolved in 70 ml of THF, and 8.7 ml (13.7 mmol) of a 15 percent solution of n-butyllithium in hexane are added at 0° C. After 30 min, 2.7 g (14.2 mmol) of p-toluenesulfonyl chloride in 30 ml of THF are added, and the mixture is stirred at RT for 1 h and re-cooled to 0° C. After addition of a further 8.7 ml (13.7 mmol) of a 15% solution of n-butyllithium in hexane, the cooling is removed, and the batch is heated under r... The reactants are C(/C(/Br)=C(/Br)\C=O)(=O)O (mucobromic acid), CC[O-].[Na+] (NaOEt), Cl.C(C(C)C)(=N)N (isobutyramidine hydrochloride), CC[O-].[Na+] (NaOEt). Run in CCO (EtOH), CCO (EtOH). Reaction conditions: temperature 50 celsius. Yields the product BrC=1C(=NC(=NC1)C(C)C)C(=O)O (5-Bromo-2-isopropyl-pyrimidine-4-carboxylic acid). Yield: 38.6%. As a reaction SMILES: Cl.[C:2]([NH2:7])(=[NH:6])[CH:3]([CH3:5])[CH3:4].CC[O-].[Na+].[C:12]([OH:20])(=[O:19])/[C:13](=[C:15](\[CH:17]=O)/[Br:16])/Br>CCO>[Br:16][C:15]1[C:13]([C:12]([OH:20])=[O:19])=[N:6][C:2]([CH:3]([CH3:5])[CH3:4])=[N:7][CH:17]=1 |f:0.1,2.3|. Reported procedure: To a stirred suspension of isobutyramidine hydrochloride (6.47 g, 47.5 mmol) at rt in EtOH (30 ml) under an argon atmosphere was added NaOEt solution (21 ml, 21% in EtOH) over min. The suspension was heated to 50° C. and a solution of mucobromic acid (5.7 g, 22.1 mmol) in EtOH (24 ml) was added dropwise over 5 min at 50° C. An additional portion of NaOEt solution (12 ml, 21% in EtOH) was added dropwise over 5 min. The mixture was then cooled to rt. The solids were filtered off, and the cake was ... Reactants: BrC1=CC=C(C=C1)[C@H](C)N1C(O[C@@](CC1)(CCCO)C1=CC=C(C=C1)F)=O ((R)-3-((S)-1-(4-bromophenyl)ethyl)-6-(4-fluorophenyl)-6-(3-hydroxypropyl)-1,3-oxazinan-2-one), BrC1=NC(=NC=C1)C (4-bromo-2-methylpyrimidine). The product is FC1=CC=C(C=C1)[C@]1(CCN(C(O1)=O)[C@@H](C)C1=CC=C(C=C1)C1=NC(=NC=C1)C)CCCO ((R)-6-(4-fluorophenyl)-6-(3-hydroxypropyl)-3-((S)-1-(4-(2-methylpyrimidin-4-yl)phenyl)ethyl)-1,3-oxazinan-2-one). As a reaction SMILES: Br[C:2]1[CH:7]=[CH:6][C:5]([C@@H:8]([N:10]2[CH2:15][CH2:14][C@@:13]([C:20]3[CH:25]=[CH:24][C:23]([F:26])=[CH:22][CH:21]=3)([CH2:16][CH2:17][CH2:18][OH:19])[O:12][C:11]2=[O:27])[CH3:9])=[CH:4][CH:3]=1.Br[C:29]1[CH:34]=[CH:33][N:32]=[C:31]([CH3:35])[N:30]=1>>[F:26][C:23]1[CH:24]=[CH:25][C:20]([C@:13]2([CH2:16][CH2:17][CH2:18][OH:19])[O:12][C:11](=[O:27])[N:10]([C@H:8]([C:5]3[CH:6]=[CH:7][C:2]([C:29]4[CH:34]=[CH:33][N:32]=[C:31]([CH3:35])[N:30]=4)=[CH:3][CH:4]=3)[CH3:9])[CH2:15][CH2:14]2)=[CH:21][CH:22]=1. Procedure details: The title compound was prepared from (R)-3-((S)-1-(4-bromophenyl)ethyl)-6-(4-fluorophenyl)-6-(3-hydroxypropyl)-1,3-oxazinan-2-one following procedures analogous to those described in Example 313 Steps 3 and 4 using 4-bromo-2-methylpyrimidine in Step 4. LC-MS Method 2 tR=1.159, m/z=450; 1H NMR (CDCl3) 1.33 (m, 3H), 1.52 (m, 3H), 1.63 (m, 3H), 1.80-1.95 (m, 2H), 2.15-2.30 (m, 3H), 2.75 (s, 3H), 2.90 (m, 1H), 3.51 (m, 2H), 5.68 (m, 1H), 6.99 (m, 4H), 7.20 (m, 2H), 7.41 (m, 1H), 7.79 (d, 2H), 8.60 (... The reactants are COc1ccc(-c2ccc(CC(C#N)NC(=O)C3(NC(=O)OC(C)(C)C)CCOCC3)cc2)cc1, O=CO. Product: COc1ccc(-c2ccc(CC(C#N)NC(=O)C3(N)CCOCC3)cc2)cc1. RXN SMILES: [C:1](#[N:2])[CH:3]([CH2:4][c:5]1[cH:6][cH:7][c:8](-[c:11]2[cH:12][cH:13][c:14]([O:17][CH3:18])[cH:15][cH:16]2)[cH:9][cH:10]1)[NH:19][C:20](=[O:21])[C:22]1([NH:28][C:29](=[O:30])[O:31][C:32]([CH3:33])([CH3:34])[CH3:35])[CH2:23][CH2:24][O:25][CH2:26][CH2:27]1.[CH:36]([OH:37])=[O:38]>>[C:1](#[N:2])[CH:3]([CH2:4][c:5]1[cH:6][cH:7][c:8](-[c:11]2[cH:12][cH:13][c:14]([O:17][CH3:18])[cH:15][cH:16]2)[cH:9][cH:10]1)[NH:19][C:20](=[O:21])[C:22]1([NH2:28])[CH2:23][CH2:24][O:25][CH2:26][CH2:27]1.